Dataset: the Open Reaction Database (ORD), a public repository of structured organic reaction records. Task: describe an organic reaction: reactants, conditions, products, and yield Reactants: C(CCCCCCCCCCCCCCCCC)OCC1CO1 (octadecylglycidyl ether), N[C@@H](CCCNC(N)=N)C(=O)O (L-arginine), C(C)(C)O (i-propanol), C(CCCCCCCCCCCCCCCCC)OCC1CO1 (octadecylglycidyl ether), Cl (hydrochloric acid). The solvent is O (water). The product is Cl.OC(C)C(CCCCCCCCCCCCCCC)OCCCN[C@@H](CCCNC(N)=N)C(=O)O (N-(2-hydroxy-3-octadecyloxy)propyl-L-arginine hydrochloride). The yield is 2.3%. As a reaction SMILES: [NH2:1][C@H:2]([C:10]([OH:12])=[O:11])[CH2:3][CH2:4][CH2:5][NH:6][C:7](=[NH:9])[NH2:8].[CH:13]([OH:16])(C)[CH3:14].[CH2:17]([O:35][CH2:36][CH:37]1O[CH2:38]1)[CH2:18][CH2:19][CH2:20][CH2:21][CH2:22][CH2:23][CH2:24][CH2:25][CH2:26][CH2:27][CH2:28][CH2:29][CH2:30][CH2:31][CH2:32]CC.[ClH:40]>O>[ClH:40].[OH:16][CH:13]([CH:17]([O:35][CH2:36][CH2:37][CH2:38][NH:1][C@H:2]([C:10]([OH:12])=[O:11])[CH2:3][CH2:4][CH2:5][NH:6][C:7](=[NH:8])[NH2:9])[CH2:18][CH2:19][CH2:20][CH2:21][CH2:22][CH2:23][CH2:24][CH2:25][CH2:26][CH2:27][CH2:28][CH2:29][CH2:30][CH2:31][CH3:32])[CH3:14] |f:5.6|. Procedure details: L-arginine (17.4 g, 0.1 mols) was dissolved in 100 ml of water in a three-necked round flask, and 100 ml of i-propanol were added thereto. Then, 32.6 g (0.1 mols) of octadecylglycidyl ether (made by Sakamoto Yakuhin Kogyo Co., Ltd.) were added dropwise thereto over a period of 30 minutes while being heat-refluxed and stirred. Further, the mixture was stirred under reflux for 3 hours. It was identified through TLC and gas chromatography that octadecylglycidyl ether disappeared. Thereafter, the re...